From a dataset of the Open Reaction Database (ORD), a public repository of structured organic reaction records. describe an organic reaction: reactants, conditions, products, and yield Reactants: C(C)(C)(C)OC(=O)N[C@H](CCO[Si](C)(C)C(C)(C)C)C(=O)OC1CCCC1 (Cyclopentyl N-(tert-butoxycarbonyl)-O-[tert-butyl(dimethyl)silyl]-D-homoserinate), C(C)(=O)OCC (Ethyl acetate). Run in C(C)(=O)O.C1CCOC1.O (acetic acid THF water). Reaction conditions: temperature 30 celsius, time 16 hour. Product: OCC[C@H](C(=O)OC1CCCC1)NC(=O)OC(C)(C)C (4—Cyclopentyl(2R)-4-hydroxy-2-[(tert-butoxycarbonyl)amino]butanoate). As a reaction SMILES: [C:1]([O:5][C:6]([NH:8][C@@H:9]([C:20]([O:22][CH:23]1[CH2:27][CH2:26][CH2:25][CH2:24]1)=[O:21])[CH2:10][CH2:11][O:12][Si](C(C)(C)C)(C)C)=[O:7])([CH3:4])([CH3:3])[CH3:2].C(OCC)(=O)C>C(O)(=O)C.C1COCC1.O>[OH:12][CH2:11][CH2:10][C@@H:9]([NH:8][C:6]([O:5][C:1]([CH3:4])([CH3:3])[CH3:2])=[O:7])[C:20]([O:22][CH:23]1[CH2:24][CH2:25][CH2:26][CH2:27]1)=[O:21] |f:2.3.4|. Procedure details: Cyclopentyl N-(tert-butoxycarbonyl)-O-[tert-butyl(dimethyl)silyl]-D-homoserinate (1.57 g, 3.9 mmol) was dissolved in acetic acid:THF:water (3:1:1, 100 ml). The reaction mixture was stirred at 30° C. for 16 hours for complete reaction. Ethyl acetate (200 ml) was added and washed with 1M Na2CO3, 1M HCl and brine. The ethyl acetate extracts were dried over magnesium sulphate and evaporated under reduced pressure to give the product as a clear oil which crystallised on standing (1.0 g, 95%). Reactants: ClC1=CC(=CC=C1)C(=O)OO (3-chloroperbenzoic acid), C(CCC)OCCOC1=CC=C(C=C1)C=1C=CC2=C(C=C(CCN2C(C(F)(F)F)=O)C(=O)NC2=CC(=C(C=C2)C(C2=NC=CC=C2)O)OC)C1 (7-[4-(2-butoxyethoxy)phenyl]-N-[4-[hydroxy(pyridin-2-yl)methyl]-3-methoxyphenyl]-1-trifluoroacetyl-2,3-dihydro-1H-1-benzazepine-4-carboxamide), S(=S)(=O)([O-])[O-].[Na+].[Na+] (sodium thiosulfate). The solvent is ClCCl (dichloromethane). Reaction conditions: time 8 hour. Yields the product C(CCC)OCCOC1=CC=C(C=C1)C=1C=CC2=C(C=C(CCN2C(C(F)(F)F)=O)C(=O)NC2=CC(=C(C=C2)C(C2=[N+](C=CC=C2)[O-])O)OC)C1 (7-[4-(2-butoxyethoxy)phenyl]-N-[4-[hydroxy(1-oxidopyridin-2-yl)methyl]-3-methoxyphenyl]-1-trifluoroacetyl-2,3-dihydro-1H-1-benzazepine-4-carboxamide). The yield is 78.2%. RXN SMILES: [CH2:1]([O:5][CH2:6][CH2:7][O:8][C:9]1[CH:14]=[CH:13][C:12]([C:15]2[CH:16]=[CH:17][C:18]3[N:24]([C:25](=[O:30])[C:26]([F:29])([F:28])[F:27])[CH2:23][CH2:22][C:21]([C:31]([NH:33][C:34]4[CH:39]=[CH:38][C:37]([CH:40]([OH:47])[C:41]5[CH:46]=[CH:45][CH:44]=[CH:43][N:42]=5)=[C:36]([O:48][CH3:49])[CH:35]=4)=[O:32])=[CH:20][C:19]=3[CH:50]=2)=[CH:11][CH:10]=1)[CH2:2][CH2:3][CH3:4].ClC1C=CC=C(C(OO)=[O:59])C=1.S([O-])([O-])(=O)=S.[Na+].[Na+]>ClCCl>[CH2:1]([O:5][CH2:6][CH2:7][O:8][C:9]1[CH:10]=[CH:11][C:12]([C:15]2[CH:16]=[CH:17][C:18]3[N:24]([C:25](=[O:30])[C:26]([F:28])([F:29])[F:27])[CH2:23][CH2:22][C:21]([C:31]([NH:33][C:34]4[CH:39]=[CH:38][C:37]([CH:40]([OH:47])[C:41]5[CH:46]=[CH:45][CH:44]=[CH:43][N+:42]=5[O-:59])=[C:36]([O:48][CH3:49])[CH:35]=4)=[O:32])=[CH:20][C:19]=3[CH:50]=2)=[CH:13][CH:14]=1)[CH2:2][CH2:3][CH3:4] |f:2.3.4|. Procedure details: 7-[4-(2-butoxyethoxy)phenyl]-N-[4-[hydroxy(pyridin-2-yl)methyl]-3-methoxyphenyl]-1-trifluoroacetyl-2,3-dihydro-1H-1-benzazepine-4-carboxamide (0.55 g) was dissolved in dichloromethane (25 ml), and to the solution was added 3-chloroperbenzoic acid (0.26 g) under ice-cooling and the mixture was stirred overnight at room temperature. An aqueous solution of sodium thiosulfate was added to the mixture, and the mixture was concentrated and extracted with ethyl acetate. The organic layer was washed wit... The reactants are C(C1=CC=CC=C1)OC=1C=C(C=CC1OC)CCC(C(=O)OCC)O (ethyl 4-(3-benzyloxy-4-methoxyphenyl)-2-hydroxybutanoate), [O-]C#N.[K+] (potassium cyanate). Yields the product C(C1=CC=CC=C1)OC=1C=C(C=CC1OC)CCC1C(NC(O1)=O)=O (5-[2-(3-benzyloxy-4-methoxyphenyl)ethyl]-2,4-oxazolidinedione). Reaction SMILES: [CH2:1]([O:8][C:9]1[CH:10]=[C:11]([CH2:17][CH2:18][CH:19]([OH:25])[C:20]([O:22]CC)=O)[CH:12]=[CH:13][C:14]=1[O:15][CH3:16])[C:2]1[CH:7]=[CH:6][CH:5]=[CH:4][CH:3]=1.[O-:26][C:27]#[N:28].[K+]>>[CH2:1]([O:8][C:9]1[CH:10]=[C:11]([CH2:17][CH2:18][CH:19]2[O:25][C:27](=[O:26])[NH:28][C:20]2=[O:22])[CH:12]=[CH:13][C:14]=1[O:15][CH3:16])[C:2]1[CH:3]=[CH:4][CH:5]=[CH:6][CH:7]=1 |f:1.2|. Procedure: In substantially the same manner as in Working Example 34, ethyl 4-(3-benzyloxy-4-methoxyphenyl)-2-hydroxybutanoate was reacted with potassium cyanate (KCNO) to obtain 5-[2-(3-benzyloxy-4-methoxyphenyl)ethyl]-2,4-oxazolidinedione as an oily product. The reactants are C(#N)CCC(CCC(=O)OCC)(C1=CC=CC=C1)C1=CC=CC=C1 (ethyl 6-cyano-4,4-diphenyl-hexanoate), [H-].[Al+3].[Li+].[H-].[H-].[H-] (lithium aluminum hydride). Run in C1CCOC1 (THF). Run at time 1.5 hour. Yields the product NCCCC(CCCO)(C1=CC=CC=C1)C1=CC=CC=C1 (7-Amino-4.4-diphenylheptan-1-ol), foam. As a reaction SMILES: [C:1]([CH2:3][CH2:4][C:5]([C:19]1[CH:24]=[CH:23][CH:22]=[CH:21][CH:20]=1)([C:13]1[CH:18]=[CH:17][CH:16]=[CH:15][CH:14]=1)[CH2:6][CH2:7][C:8](OCC)=[O:9])#[N:2].[H-].[Al+3].[Li+].[H-].[H-].[H-]>C1COCC1>[NH2:2][CH2:1][CH2:3][CH2:4][C:5]([C:19]1[CH:24]=[CH:23][CH:22]=[CH:21][CH:20]=1)([C:13]1[CH:18]=[CH:17][CH:16]=[CH:15][CH:14]=1)[CH2:6][CH2:7][CH2:8][OH:9] |f:1.2.3.4.5.6|. Reported procedure: To a solution of ethyl 6-cyano-4,4-diphenyl-hexanoate (5.476 g) in anhydrous THF (195 mL) was added portionwise lithium aluminum hydride (LAH) (1.686 g). A large evolution of gas was observed. The mixture was stirred at rt for 1.5 hr. The reaction mixture was quenched by a careful addition of water (4.5 mL), followed by IN NaOH (4.5 mL) and additional water (15 niL). The mixture was stirred at rt for 10 min and then filtered and the solid was washed three times with THF. The organic filtrates we... Reactants: ice water, N1=C(C=CC=C1)CC(=O)OCC (ethyl 2-pyridylacetate), C(#N)C(C#N)=C(C1=CC=CC=C1)OC (2-cyano-3-methoxy-3-phenylacrylonitrile), [H-].[Na+] (sodium hydride). Solvent: CN(C=O)C (N,N-dimethylformamide). Reaction conditions: temperature 60 celsius, time 1 hour. Yields the product C(#N)C1=C(C(=C2C=CC=CN2C1=N)C(=O)OCC)C1=CC=CC=C1 (3-cyano-1-ethoxycarbonyl-4-imino-2-phenyl-4H-quinolizine). The yield is 52.1%. Reaction SMILES: [N:1]1[CH:6]=[CH:5][CH:4]=[CH:3][C:2]=1[CH2:7][C:8]([O:10][CH2:11][CH3:12])=[O:9].[C:13]([C:15](=[C:18](OC)[C:19]1[CH:24]=[CH:23][CH:22]=[CH:21][CH:20]=1)[C:16]#[N:17])#[N:14].[H-].[Na+]>CN(C)C=O>[C:13]([C:15]1[C:16](=[NH:17])[N:1]2[C:2]([CH:3]=[CH:4][CH:5]=[CH:6]2)=[C:7]([C:8]([O:10][CH2:11][CH3:12])=[O:9])[C:18]=1[C:19]1[CH:24]=[CH:23][CH:22]=[CH:21][CH:20]=1)#[N:14] |f:2.3|. Procedure: A mixture of 2.50 g of ethyl 2-pyridylacetate and 2.79 g of 2-cyano-3-methoxy-3-phenylacrylonitrile was dissolved in 15 ml of dry N,N-dimethylformamide. To the solution was added 0.61 g of 60% sodium hydride and the reaction mixture was stirred for 1 hour at 60° C. The reaction mixture was poured into ice-water, and precipitated crystals were collected by filtration, washed with water and dried under vacuum to obtain 2.50 g of 3-cyano-1-ethoxycarbonyl-4-imino-2-phenyl-4H-quinolizine. Starting materials: ice water, CCOC(=O)C (EtOAc), N(=O)[O-].[Na+] (Sodium nitrite), [N+](=O)(O)[O-] (nitric acid), ClC=1C=C(C=CC1)C1=NC=2N(C3=CC=C(C=C13)C(C=1N(C(=NN1)S)C)C1=CC=C(C=C1)I)N=NN2 (5-[[5-(3-chlorophenyl)tetrazolo[1,5-a]quinazolin-7-yl](4-iodophenyl)methyl]-4-methyl-4H-1,2,4-triazole-3-thiol). Run in C1CCOC1 (THF), O (water). Reaction conditions: temperature 5 celsius, time 15 minute. The product is N1=NN=C2N1C1=CC=CC=C1C=N2 (tetrazolo[1,5-a]quinazoline). Yield: 140.2%. Reaction SMILES: N([O-])=O.[Na+].[N+]([O-])(O)=O.ClC1C=C([C:16]2[C:25]3[C:20](=[CH:21][CH:22]=[C:23](C(C4C=CC(I)=CC=4)C4N(C)C(S)=NN=4)[CH:24]=3)[N:19]3[N:41]=[N:42][N:43]=[C:18]3[N:17]=2)C=CC=1.CCOC(C)=O>O.C1COCC1>[N:41]1[N:19]2[C:20]3[C:25]([CH:16]=[N:17][C:18]2=[N:43][N:42]=1)=[CH:24][CH:23]=[CH:22][CH:21]=3 |f:0.1|. Procedure: Sodium nitrite (0.0005 mol) was added at 5° C. to a solution of nitric acid (1 ml) in water (1 ml) A solution of 5-[[5-(3-chlorophenyl)tetrazolo[1,5-a]quinazolin-7-yl](4-iodophenyl)methyl]-4-methyl-4H-1,2,4-triazole-3-thiol (0.0005 mol), obtained in stage a), in THF (2 ml) was added dropwise. The mixture was stirred at 5° C. for 15 minutes and poured out into ice water. EtOAc was added. The mixture was washed with potassium carbonate 10%. The organic layer was separated, dried (MgSO4), filtered,... The reactants are O=C([O-])[O-], Nc1cc([N+](=O)[O-])ccc1SCCI, [K+], [K+], CN(C)C=O, O. Product: O=[N+]([O-])c1ccc2c(c1)NCCS2. As a reaction SMILES: [C:15](=[O:16])([O-:17])[O-:18].[I:1][CH2:2][CH2:3][S:4][c:5]1[c:6]([NH2:7])[cH:8][c:9]([N+:12](=[O:13])[O-:14])[cH:10][cH:11]1.[K+:19].[K+:20].[O:21]=[CH:22][N:23]([CH3:24])[CH3:25].[OH2:26]>>[CH2:2]1[CH2:3][S:4][c:5]2[c:6]([cH:8][c:9]([N+:12](=[O:13])[O-:14])[cH:10][cH:11]2)[NH:7]1. Starting materials: Cc1cn(C)c2c1N(C(=O)CCBr)c1ccccc1NC2=O, CN1CCNCC1, C1COCCO1. Product: Cc1cn(C)c2c1N(C(=O)CCN1CCN(C)CC1)c1ccccc1NC2=O. RXN SMILES: [Br:1][CH2:2][CH2:3][C:4](=[O:5])[N:6]1[c:7]2[c:8]([n:18]([CH3:22])[cH:19][c:20]2[CH3:21])[C:9](=[O:17])[NH:10][c:11]2[c:12]1[cH:13][cH:14][cH:15][cH:16]2.[CH3:23][N:24]1[CH2:25][CH2:26][NH:27][CH2:28][CH2:29]1.[O:30]1[CH2:31][CH2:32][O:33][CH2:34][CH2:35]1>>[CH2:2]([CH2:3][C:4](=[O:5])[N:6]1[c:7]2[c:8]([n:18]([CH3:22])[cH:19][c:20]2[CH3:21])[C:9](=[O:17])[NH:10][c:11]2[c:12]1[cH:13][cH:14][cH:15][cH:16]2)[N:27]1[CH2:26][CH2:25][N:24]([CH3:23])[CH2:29][CH2:28]1.